From a dataset of the Open Reaction Database (ORD), a public repository of structured organic reaction records. describe an organic reaction: reactants, conditions, products, and yield The reactants are COC=1C=C(C(=O)N(C2=CC=C(C=C2)C)C2CCNCC2)C=CC1 (3-methoxy-N-piperidin-4-yl-N-p-tolyl-benzamide), C12C(CCCC1)O2 (cyclohexene oxide). Product: O[C@H]1[C@@H](CCCC1)N1CCC(CC1)N(C(C1=CC(=CC=C1)OC)=O)C1=CC=C(C=C1)C ((+/−)-N-[trans-1-(2-hydroxy-cyclohexyl)-piperidin-4-yl]-3-methoxy-N-p-tolyl-benzamide). RXN SMILES: [CH3:1][O:2][C:3]1[CH:4]=[C:5]([CH:22]=[CH:23][CH:24]=1)[C:6]([N:8]([CH:16]1[CH2:21][CH2:20][NH:19][CH2:18][CH2:17]1)[C:9]1[CH:14]=[CH:13][C:12]([CH3:15])=[CH:11][CH:10]=1)=[O:7].[CH:25]12[O:31][CH:26]1[CH2:27][CH2:28][CH2:29][CH2:30]2>>[OH:31][C@@H:26]1[CH2:27][CH2:28][CH2:29][CH2:30][C@H:25]1[N:19]1[CH2:18][CH2:17][CH:16]([N:8]([C:9]2[CH:10]=[CH:11][C:12]([CH3:15])=[CH:13][CH:14]=2)[C:6](=[O:7])[C:5]2[CH:22]=[CH:23][CH:24]=[C:3]([O:2][CH3:1])[CH:4]=2)[CH2:21][CH2:20]1. Procedure details: The title compound, MS (ISP): m/e=499.0 (M+H+), was prepared as for example 141, steps (A) to (F). Step (B) was performed using 3-methoxybenzoyl chloride, and yielded 4-[(3-methoxy-benzoyl)-p-tolyl-amino]-piperidine-1-carboxylic acid tert-butyl ester. This was then deprotected to 3-methoxy-N-piperidin-4-yl-N-p-tolyl-benzamide (step C), and reacted with cyclohexene oxide to give (+/−)-N-[trans-1-(2-hydroxy-cyclohexyl)-piperidin-4-yl]-3-methoxy-N-p-tolyl-benzamide [step (D)]. Oxidation to (+/−)-3-... Reactants: NCc1ccc2c(c1)OCO2, CC#N, O=C(O)CCn1cnc2c(=O)[nH]cnc21. Product: O=C(CCn1cnc2c(=O)[nH]cnc21)NCc1ccc2c(c1)OCO2. Reaction SMILES: [CH2:1]([c:2]1[cH:3][c:4]2[c:8]([cH:9][cH:10]1)[O:7][CH2:6][O:5]2)[NH2:11].[CH3:27][C:28]#[N:29].[O:12]=[c:13]1[c:14]2[n:15][cH:16][n:17]([CH2:22][CH2:23][C:24](=[O:25])[OH:26])[c:18]2[n:19][cH:20][nH:21]1>>[CH2:1]([c:2]1[cH:3][c:4]2[c:8]([cH:9][cH:10]1)[O:7][CH2:6][O:5]2)[NH:11][C:24]([CH2:23][CH2:22][n:17]1[cH:16][n:15][c:14]2[c:13](=[O:12])[nH:21][cH:20][n:19][c:18]21)=[O:25]. Starting materials: aromatic substrates, C1=CC=CC2=CC=CC=C12 (naphthalene), C1(=CC=CC=C1)OC (anisole), R-(-) ibuprofen-methylester, R-(-) ibuprofen, R-(-) ibuprofen, C(C(C)C)C1=CC=CC=C1 (isobutylbenzene), C1CCCC2=CC=CC=C12 (tetraline), COC1=CC2=CC=CC=C2C=C1 (2-methoxy-naphthalene). The solvent is C1(=CC=CC=C1)C (toluene). Product: OC(=O)C(C)C1=CC=C(CC(C)C)C=C1 ((+) ibuprofen). As a reaction SMILES: [CH2:1]([C:5]1[CH:10]=[CH:9][CH:8]=[CH:7][CH:6]=1)[CH:2]([CH3:4])[CH3:3].C1C2C(=CC=CC=2)CCC1.[C:21]1([O:27]C)[CH:26]=[CH:25]C=CC=1.C1C2C(=CC=CC=2)C=CC=1.C[O:40]C1C=CC2C(=CC=CC=2)C=1>C1(C)C=CC=CC=1>[OH:40][C:21]([CH:26]([C:8]1[CH:9]=[CH:10][C:5]([CH2:1][CH:2]([CH3:4])[CH3:3])=[CH:6][CH:7]=1)[CH3:25])=[O:27]. Procedure details: Surprisingly, only a few methods for a stereospecific chemical synthesis for 2-aryl-alkanoic acids, especially 2-aryl-propionic acids, are known. Piccolo et al. (J. Org. Chem. 50, 3945-3946, 1985) describe a stereospecific synthesis by the alkylation of benzene or isobutylbenzene with (S)-methyl-2-(chlorosulfonyl)-oxy or 2-(mesyloxy) propionate in the presence of aluminum chloride yielding (S)-methyl-2-phenyl-propionate in good chemical yield (50-80%) and excellent optical yield of >97% as deter... RXN SMILES: [C:1](#[N:2])[N:3]=[C:4]([O:5][CH:6]([CH3:7])[CH3:8])[c:9]1[cH:10][cH:11][n:12][cH:13][cH:14]1.[CH2:15]([c:16]1[cH:17][cH:18][cH:19][cH:20][cH:21]1)[O:22][c:23]1[cH:24][c:25]([CH2:26][NH2:27])[cH:28][cH:29][cH:30]1.[CH3:31][OH:32]>>[C:1](#[N:2])[NH:3][C:4]([c:9]1[cH:10][cH:11][n:12][cH:13][cH:14]1)=[N:27][CH2:26][c:25]1[cH:24][c:23]([O:22][CH2:15][c:16]2[cH:17][cH:18][cH:19][cH:20][cH:21]2)[cH:30][cH:29][cH:28]1. The reactants are CC(C)OC(=NC#N)c1ccncc1, NCc1cccc(OCc2ccccc2)c1, CO. Yields the product N#CNC(=NCc1cccc(OCc2ccccc2)c1)c1ccncc1. Reactants: COC(=O)C1=C(C=2N(N(C1=O)CC1=CC=C(C=C1)C1=CC=CC=C1)C=C(C2)Cl)O (6-chloro-4-hydroxy-2-oxo-1-(4-phenyl-benzyl)-1,2-dihydro-pyrrolo[1,2-b]pyridazine-3-carboxylic acid methyl ester), N[C@H](C)C(=O)O (D-alanine), C[O-].[Na+] (NaOMe). The product is ClC=1C=C2N(N(C(C(=C2O)C(=O)N[C@@H](C(=O)O)C)=O)CC2=CC=C(C=C2)C2=CC=CC=C2)C1 (2-(R)-{[6-Chloro-1-(4-phenyl-benzyl)-4-hydroxy-2-oxo-1,2-dihydro-pyrrolo[1,2-b]pyridazine-3-carbonyl]-amino}-propionic acid). RXN SMILES: CO[C:3]([C:5]1[C:10](=[O:11])[N:9]([CH2:12][C:13]2[CH:18]=[CH:17][C:16]([C:19]3[CH:24]=[CH:23][CH:22]=[CH:21][CH:20]=3)=[CH:15][CH:14]=2)[N:8]2[CH:25]=[C:26]([Cl:28])[CH:27]=[C:7]2[C:6]=1[OH:29])=[O:4].[NH2:30][C@@H:31]([C:33]([OH:35])=[O:34])[CH3:32].C[O-].[Na+]>>[Cl:28][C:26]1[CH:27]=[C:7]2[C:6]([OH:29])=[C:5]([C:3]([NH:30][C@H:31]([CH3:32])[C:33]([OH:35])=[O:34])=[O:4])[C:10](=[O:11])[N:9]([CH2:12][C:13]3[CH:14]=[CH:15][C:16]([C:19]4[CH:20]=[CH:21][CH:22]=[CH:23][CH:24]=4)=[CH:17][CH:18]=3)[N:8]2[CH:25]=1 |f:2.3|. Procedure: Prepared according to the reaction condition used in Example 19 step a) from 6-chloro-4-hydroxy-2-oxo-1-(4-phenyl-benzyl)-1,2-dihydro-pyrrolo[1,2-b]pyridazine-3-carboxylic acid methyl ester, D-alanine and NaOMe. ESI (m/z): 466 (M+H)+. Reactants: C(C)O (ethanol), C(C)(=O)NC=1C(=C(C2=C(C=CO2)C1OC)OC)O (5-acetamido 4,7-dimethoxy 6-hydroxy benzofuran), N1(CCCCC1)CCCl (2-piperidino chlorethane), C([O-])([O-])=O.[K+].[K+] (potassium carbonate). Solvent: CC(=O)C (acetone), CC(=O)C (acetone). The product is C(C)(=O)NC=1C(=C(C2=C(C=CO2)C1OC)OC)OCCN1CCCCC1 (5-acetamido 4,7-dimethoxy 6-(2-piperidino ethoxy) benzofuran). Reaction SMILES: [C:1]([NH:4][C:5]1[C:6]([OH:18])=[C:7]([O:16][CH3:17])[C:8]2[O:12][CH:11]=[CH:10][C:9]=2[C:13]=1[O:14][CH3:15])(=[O:3])[CH3:2].[N:19]1([CH2:25][CH2:26]Cl)[CH2:24][CH2:23][CH2:22][CH2:21][CH2:20]1.C(=O)([O-])[O-].[K+].[K+].C(O)C>CC(C)=O>[C:1]([NH:4][C:5]1[C:6]([O:18][CH2:26][CH2:25][N:19]2[CH2:24][CH2:23][CH2:22][CH2:21][CH2:20]2)=[C:7]([O:16][CH3:17])[C:8]2[O:12][CH:11]=[CH:10][C:9]=2[C:13]=1[O:14][CH3:15])(=[O:3])[CH3:2] |f:2.3.4|. Procedure details: A mixture of 25.1 g (0.1 mole) of 5-acetamido 4,7-dimethoxy 6-hydroxy benzofuran, 22.2 g (0.15 mole) of 2-piperidino chlorethane and 41.6 g (0.3 mole) of potassium carbonate in 250 ml of acetone was brought to reflux for 2 hours. Then it was filtered, the solvent evaporated, the residue obtained was taken up again in acetone and 20 ml of 7 N hydrochloric ethanol were added. It was filtered and recrystallized in 400 ml of propanol. Starting materials: C1(CCCC1)Br (Cyclopentyl bromide), O (water), N1C=NC=C1 (Imidazole), [H-].[Na+] (Sodium hydride), N1C=NC=C1 (imidazole). Solvent: CN(C=O)C (DMF), CO (MeOH), CN(C=O)C (dimethylformamide). Run at time 15 minute. The product is C1(CCCC1)N1C=NC=C1 (1-(cyclopentyl)imidazole). Reaction SMILES: [NH:1]1[CH:5]=[CH:4][N:3]=[CH:2]1.[H-].[Na+].[CH:8]1(Br)[CH2:12][CH2:11][CH2:10][CH2:9]1.O>CN(C)C=O.CO>[CH:8]1([N:1]2[CH:5]=[CH:4][N:3]=[CH:2]2)[CH2:12][CH2:11][CH2:10][CH2:9]1 |f:1.2|. Procedure details: Imidazole (6.8 g, 0.1 mole) was dissolved in 100 ml of dry dimethylformamide (DMF). Sodium hydride, 50% dispersion in oil, (4.8 g, 0.1 mole) was added in small portions and the mixture was allowed to stir for 15 minutes. Cyclopentyl bromide (14.9 g, 0.1 mole) dissolved in 100 ml dry DMF was then added dropwise to the mixture which was kept under nitrogen and at about room temperature. Allowed to stir for a further 1 hour. When t.l.c. showed no further reaction, the mixture was poured onto approx...